Task: describe an organic reaction: reactants, conditions, products, and yield. Dataset: the Open Reaction Database (ORD), a public repository of structured organic reaction records Starting materials: C1(=CC=CC=C1)S(=O)(=O)N1C(=CC2=CC(=CC=C12)Cl)S(=O)(=O)N1CC(N(CC1)C(=O)OC(C)(C)C)CCO[Si](C1=CC=CC=C1)(C1=CC=CC=C1)C(C)(C)C (4-[(1-benzenesulfonyl-5-chloroindol-2-yl)sulfonyl]-1-(tert-butoxycarbonyl)-2-[2-(tert-butyldiphenylsilyloxy)ethyl]piperazine), [F-].C(CCC)[N+](CCCC)(CCCC)CCCC (tetrabutylammonium fluoride). The solvent is O1CCCC1 (tetrahydrofuran), O1CCCC1 (tetrahydrofuran). Conditions: time 3.5 hour. Product: C(C)(C)(C)OC(=O)N1C(CN(CC1)S(=O)(=O)C=1NC2=CC=C(C=C2C1)Cl)CCO (1-(tert-Butoxycarbonyl)-4-[(5-chloroindol-2-yl)sulfonyl]-2-(2-hydroxyethyl)piperazine). As a reaction SMILES: C1(S([N:10]2[C:18]3[C:13](=[CH:14][C:15]([Cl:19])=[CH:16][CH:17]=3)[CH:12]=[C:11]2[S:20]([N:23]2[CH2:28][CH2:27][N:26]([C:29]([O:31][C:32]([CH3:35])([CH3:34])[CH3:33])=[O:30])[CH:25]([CH2:36][CH2:37][O:38][Si](C(C)(C)C)(C3C=CC=CC=3)C3C=CC=CC=3)[CH2:24]2)(=[O:22])=[O:21])(=O)=O)C=CC=CC=1.[F-].C([N+](CCCC)(CCCC)CCCC)CCC>O1CCCC1>[C:32]([O:31][C:29]([N:26]1[CH2:27][CH2:28][N:23]([S:20]([C:11]2[NH:10][C:18]3[C:13]([CH:12]=2)=[CH:14][C:15]([Cl:19])=[CH:16][CH:17]=3)(=[O:22])=[O:21])[CH2:24][CH:25]1[CH2:36][CH2:37][OH:38])=[O:30])([CH3:35])([CH3:34])[CH3:33] |f:1.2|. Procedure: To a solution of 4-[(1-benzenesulfonyl-5-chloroindol-2-yl)sulfonyl]-1-(tert-butoxycarbonyl)-2-[2-(tert-butyldiphenylsilyloxy)ethyl]piperazine (4.48 g) in tetrahydrofuran (20 ml) was added a 1.OM tetrahydrofuran solution (5.5 ml) of tetrabutylammonium fluoride, followed by stirring at room temperature for 3.5 hours. After concentration under reduced pressure, the residue was purified by flash column chromatography (ethyl acetate:hexane=1:9 to 1:0) using as a carrier silica gel, whereby the title ...